This data is from the Open Reaction Database (ORD), a public repository of structured organic reaction records. The task is: describe an organic reaction: reactants, conditions, products, and yield Reaction SMILES: [CH2:1]([O:3][C:4](=[O:19])[CH:5]([O:16][CH2:17][CH3:18])[CH2:6][C:7]1[CH:12]=[C:11]([F:13])[C:10]([OH:14])=[C:9]([F:15])[CH:8]=1)[CH3:2].[CH3:20][O:21][C:22]1[CH:23]=[C:24]([C:30]2[S:31][C:32]([CH3:38])=[C:33]([CH2:35][CH2:36]O)[N:34]=2)[CH:25]=[C:26]([O:28][CH3:29])[CH:27]=1.COC(=O)CC(=O)C(Br)C.COC1C=C(C=C(OC)C=1)C(N)=S.C1(P(C2C=CC=CC=2)C2C=CC=CC=2)C=CC=CC=1.N(C(OCC)=O)=NC(OCC)=O>O1CCCC1>[CH2:1]([O:3][C:4](=[O:19])[CH:5]([O:16][CH2:17][CH3:18])[CH2:6][C:7]1[CH:8]=[C:9]([F:15])[C:10]([O:14][CH2:36][CH2:35][C:33]2[N:34]=[C:30]([C:24]3[CH:25]=[C:26]([O:28][CH3:29])[CH:27]=[C:22]([O:21][CH3:20])[CH:23]=3)[S:31][C:32]=2[CH3:38])=[C:11]([F:13])[CH:12]=1)[CH3:2]. Procedure details: In analogy to the procedure described in example 1 d], [rac]-3-(3,5-difluoro-4-hydroxy-phenyl)-2-ethoxy-propionic acid ethyl ester was reacted with 2-[2-(3,5-dimethoxy-phenyl)-5-methyl-thiazol-4-yl]-ethanol (prepared from [rac]-4-bromo-3-oxo-pentanoic acid methyl ester [PCT Int. Appl. (2001), WO 01/79202] and 3,5-dimethoxy-thiobenzamide [PCT Int. Appl. (1992), WO 92/09586 A1] in analogy to the procedures described in examples 12 a] and 12 b]) in tetrahydrofuran in the presence of triphenylphosph... Reactants: C(C)OC(C(CC1=CC(=C(C(=C1)F)O)F)OCC)=O ([rac]-3-(3,5-difluoro-4-hydroxy-phenyl)-2-ethoxy-propionic acid ethyl ester), C1(=CC=CC=C1)P(C1=CC=CC=C1)C1=CC=CC=C1 (triphenylphosphine), COC=1C=C(C=C(C1)OC)C=1SC(=C(N1)CCO)C (2-[2-(3,5-dimethoxy-phenyl)-5-methyl-thiazol-4-yl]-ethanol), COC(CC(C(C)Br)=O)=O ([rac]-4-bromo-3-oxo-pentanoic acid methyl ester), COC=1C=C(C(=S)N)C=C(C1)OC (3,5-dimethoxy-thiobenzamide), N(=NC(=O)OCC)C(=O)OCC (DEAD). The product is C(C)OC(C(CC1=CC(=C(C(=C1)F)OCCC=1N=C(SC1C)C1=CC(=CC(=C1)OC)OC)F)OCC)=O ([rac]-3-(4-{2-[2-(3,5-dimethoxy-phenyl)-5-methyl-thiazol-4-yl]-ethoxy}-3,5-difluoro-phenyl)-2-ethoxy-propionic acid ethyl ester). Solvent: O1CCCC1 (tetrahydrofuran). Starting materials: C1CCOC1, CCOC(=O)c1cc(C=Cc2ccc(O)c(OC)c2)n[nH]1. The product is COc1cc(C=Cc2cc(CO)[nH]n2)ccc1O. RXN SMILES: [CH2:22]1[O:23][CH2:24][CH2:25][CH2:26]1.[CH3:1][O:2][c:3]1[cH:4][c:5]([CH:10]=[CH:11][c:12]2[n:13][nH:14][c:15]([C:17](=[O:18])[O:19][CH2:20][CH3:21])[cH:16]2)[cH:6][cH:7][c:8]1[OH:9]>>[CH3:1][O:2][c:3]1[cH:4][c:5]([CH:10]=[CH:11][c:12]2[n:13][nH:14][c:15]([CH2:17][OH:18])[cH:16]2)[cH:6][cH:7][c:8]1[OH:9]. Yields the product ClC=1C(=NC=C(C1)C(F)(F)F)N(CCC=1N=C(SC1)SC(C(=O)O)(C)C)CCCCCCC (2-[(4-{2-[[3-chloro-5-(trifluoromethyl)pyridin-2-yl](heptyl)amino]ethyl}-1,3-thiazol-2-yl)thio]-2-methylpropionic acid). Reported procedure: The compound obtained using 2-{[4-(2-aminoethyl)-1,3-thiazol-2-yl]thio}-2-methylpropionic acid tert-butyl ester synthesized in Example 7 and 2,3-dichloro-5-(trifluoromethyl)pyridine as starting materials and by operations similar to those of Example 265-1 and Example 265-2 was treated with dichloromethane and trifluoroacetic acid, and the mixture was stirred at room temperature for 12 hr. The reaction solution was concentrated under reduced pressure, and the residue was purified by silica gel ch... Solvent: ClCCl (dichloromethane). As a reaction SMILES: C([O:5][C:6](=[O:19])[C:7]([S:10][C:11]1[S:12][CH:13]=[C:14]([CH2:16][CH2:17][NH2:18])[N:15]=1)([CH3:9])[CH3:8])(C)(C)C.Cl[C:21]1[C:26]([Cl:27])=[CH:25][C:24]([C:28]([F:31])([F:30])[F:29])=[CH:23][N:22]=1.F[C:33](F)(F)[C:34](O)=O>ClCCl>[Cl:27][C:26]1[C:21]([N:18]([CH2:23][CH2:24][CH2:25][CH2:26][CH2:21][CH2:33][CH3:34])[CH2:17][CH2:16][C:14]2[N:15]=[C:11]([S:10][C:7]([CH3:8])([CH3:9])[C:6]([OH:5])=[O:19])[S:12][CH:13]=2)=[N:22][CH:23]=[C:24]([C:28]([F:31])([F:30])[F:29])[CH:25]=1. Run at time 12 hour. Reactants: C(C)(C)(C)OC(C(C)(C)SC=1SC=C(N1)CCN)=O (2-{[4-(2-aminoethyl)-1,3-thiazol-2-yl]thio}-2-methylpropionic acid tert-butyl ester), FC(C(=O)O)(F)F (trifluoroacetic acid), ClC1=NC=C(C=C1Cl)C(F)(F)F (2,3-dichloro-5-(trifluoromethyl)pyridine). Reactants: C(C1=CC=CC=C1)(=O)O[C@@]12[C@@H](CCCC1)O2 ((1R,2R)-2-benzoyloxy-1,2-epoxycyclohexane). The solvent is C(Cl)Cl (CH2Cl2). Reaction conditions: time 30 minute. Product: C(C1=CC=CC=C1)(=O)O[C@@H]1C(CCCC1)=O ((S)-2-benzoyloxy cyclohexanone). Yield: 73.6%. Reaction SMILES: [C:1]([O:9][C@@:10]12[O:16][C@@H:11]1[CH2:12][CH2:13][CH2:14][CH2:15]2)(=[O:8])[C:2]1[CH:7]=[CH:6][CH:5]=[CH:4][CH:3]=1>C(Cl)Cl>[C:1]([O:9][C@H:10]1[CH2:15][CH2:14][CH2:13][CH2:12][C:11]1=[O:16])(=[O:8])[C:2]1[CH:3]=[CH:4][CH:5]=[CH:6][CH:7]=1. Procedure details: To a solution of (1R,2R)-2-benzoyloxy-1,2-epoxycyclohexane (0.030 g, 0.137 mmol, 93% ee) in anhydrous CH2Cl2 (0.4 mL) was added YbCl13 (0.0048 g, 0.0137 mmol). Upon stirring at room temperature for 30 min, the reaction mixture was quenched with saturated NaHCO3 solution, extracted with ether, dried over anhydrous Na2SO4, filtered, concentrated, and purified on buffered silica gel (0.5-1% Et3N) by flash column chromatography [EtOAc-CH2Cl2-hexane (3:7:40)] to afford (S)-2-benzoyloxy cyclohexanone ... The reactants are CS(=O)(=O)OCCC(C1=CNC2=C(C=C(C=C12)F)CSC)C1=CC=C(C=C1)Cl (3-(4-Chlorophenyl)-3-{5-fluoro-7-[(methylsulfanyl)methyl]-1H-indol-3-yl}propyl methanesulfonate), [C-]#N.[K+] (potassium cyanide). The solvent is CN(C)C=O (DMF). Run at temperature 80 celsius, time 3 day. Yields the product ClC1=CC=C(C=C1)C(CCC#N)C1=CNC2=C(C=C(C=C12)F)CSC (4-(4-Chlorophenyl)-4-{5-fluoro-7-[(methylsulfanyl)methyl]-1H-indol-3-yl}butanonitrile). As a reaction SMILES: CS(O[CH2:6][CH2:7][CH:8]([C:22]1[CH:27]=[CH:26][C:25]([Cl:28])=[CH:24][CH:23]=1)[C:9]1[C:17]2[C:12](=[C:13]([CH2:19][S:20][CH3:21])[CH:14]=[C:15]([F:18])[CH:16]=2)[NH:11][CH:10]=1)(=O)=O.[C-:29]#[N:30].[K+]>CN(C=O)C>[Cl:28][C:25]1[CH:26]=[CH:27][C:22]([CH:8]([C:9]2[C:17]3[C:12](=[C:13]([CH2:19][S:20][CH3:21])[CH:14]=[C:15]([F:18])[CH:16]=3)[NH:11][CH:10]=2)[CH2:7][CH2:6][C:29]#[N:30])=[CH:23][CH:24]=1 |f:1.2|. Procedure details: 445 mg (1.01 mmol) of the compound from Example 59A and 131 mg (2.01 mmol) of potassium cyanide were dissolved in 23 ml of DMF and stirred at 80° C. for three days. The mixture was concentrated, and the residue was taken up in ethyl acetate, washed with saturated aqueous sodium bicarbonate solution, water and saturated aqueous sodium chloride solution, dried over magnesium sulfate, filtered and concentrated. The crude product was purified by preparative HPLC (RP18 column; mobile phase: acetonitr... Starting materials: OCC(O)COc1ccc(CCCOc2ccc(CCCBr)cc2)cc1, CN(C)CCNC(=O)c1nc(Cl)c(N)nc1N, CCC(C)=O. Product: [Br-], C[N+](C)(CCCc1ccc(OCCCc2ccc(OCC(O)CO)cc2)cc1)CCNC(=O)c1nc(Cl)c(N)nc1N. Reaction SMILES: [Br:18][CH2:19][CH2:20][CH2:21][c:22]1[cH:23][cH:24][c:25]([O:26][CH2:27][CH2:28][CH2:29][c:30]2[cH:31][cH:32][c:33]([O:34][CH2:35][CH:36]([CH2:37][OH:38])[OH:39])[cH:40][cH:41]2)[cH:42][cH:43]1.[CH3:1][N:2]([CH2:3][CH2:4][NH:5][C:6](=[O:7])[c:8]1[n:9][c:10]([Cl:16])[c:11]([NH2:15])[n:12][c:13]1[NH2:14])[CH3:17].[CH3:44][CH2:45][C:46](=[O:47])[CH3:48]>>[Br-:18].[CH3:1][N+:2]([CH2:3][CH2:4][NH:5][C:6](=[O:7])[c:8]1[n:9][c:10]([Cl:16])[c:11]([NH2:15])[n:12][c:13]1[NH2:14])([CH3:17])[CH2:19][CH2:20][CH2:21][c:22]1[cH:23][cH:24][c:25]([O:26][CH2:27][CH2:28][CH2:29][c:30]2[cH:31][cH:32][c:33]([O:34][CH2:35][CH:36]([CH2:37][OH:38])[OH:39])[cH:40][cH:41]2)[cH:42][cH:43]1. Reactants: C(C1=CC=CC=C1)N1CCC(CC1)=O (N-benzyl-4-piperidone), BrC1=CC=C(N(C)C)C=C1 (p-bromo-N,N-dimethylaniline), CCCCCC (hexane), C(CCC)[Li] (n-butyllithium), [Cl-].[Na+] (sodium chloride). The solvent is O1CCCC1 (tetrahydrofuran). Run at temperature -78 celsius, time 10 minute. Product: Cl.Cl.C(C1=CC=CC=C1)N1CCC(=CC1)C1=CC=C(C=C1)N(C)C (1-Benzyl-4-(4-dimethylaminophenyl)-1,2,3,6-tetrahydropyridine dihydrochloride). Reaction SMILES: Br[C:2]1[CH:10]=[CH:9][C:5]([N:6]([CH3:8])[CH3:7])=[CH:4][CH:3]=1.CCCCCC.C([Li])CCC.[CH2:22]([N:29]1[CH2:34][CH2:33][C:32](=O)[CH2:31][CH2:30]1)[C:23]1[CH:28]=[CH:27][CH:26]=[CH:25][CH:24]=1.[Cl-:36].[Na+]>O1CCCC1>[ClH:36].[ClH:36].[CH2:22]([N:29]1[CH2:30][CH:31]=[C:32]([C:2]2[CH:10]=[CH:9][C:5]([N:6]([CH3:8])[CH3:7])=[CH:4][CH:3]=2)[CH2:33][CH2:34]1)[C:23]1[CH:28]=[CH:27][CH:26]=[CH:25][CH:24]=1 |f:4.5,7.8.9|. Procedure details: A solution of 10 g of p-bromo-N,N-dimethylaniline in 100 ml of tetrahydrofuran was chilled to -78° C., followed by addition of a hexane solution containing an equimolor amount of n-butyllithium. The mixture was stirred at -78° C. for 10 minutes, after which 9.5 g of N-benzyl-4-piperidone was added. The mixture was further stirred for 1 hour. The reaction mixture was then diluted with 100 ml of saturated aqueous sodium chloride solution and the organic layer was taken. From this layer, the solven... The reactants are Cc1ccc(N)c(Br)c1, CN1CCCC1=O, N#C[Cu]. The product is Cc1ccc(N)c(C#N)c1. As a reaction SMILES: [Br:1][c:2]1[c:3]([NH2:9])[cH:4][cH:5][c:6]([CH3:8])[cH:7]1.[CH3:13][N:14]1[CH2:15][CH2:16][CH2:17][C:18]1=[O:19].[Cu:10][C:11]#[N:12]>>[c:2]1([C:11]#[N:12])[c:3]([NH2:9])[cH:4][cH:5][c:6]([CH3:8])[cH:7]1. The reactants are O=S(Cl)Cl (SOCl2), [Cl-].[Al+3].[Cl-].[Cl-] (Aluminum chloride), C(C1=CC=CC=C1)N1[C@@H](CCC1=O)C(=O)O ((+)-N-benzylpyroglutamic acid), C(Cl)Cl (CH2Cl2). The solvent is CN(C=O)C (dimethylformamide). Run at time 8 hour. The product is C1CC(N2CC=3C=CC=CC3C(C21)=O)=O (1,10a-Dihydropyrrolo[1,2-b]isoquinoline-3,10[2H,5H]-dione). The yield is 69.5%. Reaction SMILES: [CH2:1]([N:8]1[C:12](=[O:13])[CH2:11][CH2:10][C@H:9]1[C:14]([OH:16])=O)[C:2]1[CH:7]=[CH:6][CH:5]=[CH:4][CH:3]=1.C(Cl)Cl.O=S(Cl)Cl.[Cl-].[Al+3].[Cl-].[Cl-]>CN(C)C=O>[CH2:10]1[CH:9]2[N:8]([CH2:1][C:2]3[CH:3]=[CH:4][CH:5]=[CH:6][C:7]=3[C:14]2=[O:16])[C:12](=[O:13])[CH2:11]1 |f:3.4.5.6|. Procedure: To a solution prepared from 11.68 g of (+)-N-benzylpyroglutamic acid (see E. Campaigne and D. P. Matthews, J. Het. Chem., 12, 391 (1975)), 100 ml of CH2Cl2 and a drop of dimethylformamide (DMF), 7.57 g of SOCl2 was added dropwise. The mixture was refluxed for five hours and allowed to stand overnight at ambient temperature. The reaction mixture was cooled in an ice-salt bath. Aluminum chloride (22.6 g) was added in portions with exclusion of moisture and vigorous stirring. The temperature did no...